describe an organic reaction: reactants, conditions, products, and yield From a dataset of the Open Reaction Database (ORD), a public repository of structured organic reaction records. The reactants are C1CCOC1, CCOC(=O)c1cc2ccc(Cc3nnc(-c4ccc(OC)cc4)o3)cc2s1, [K+], [OH-]. The product is COc1ccc(-c2nnc(Cc3ccc4cc(C(=O)O)sc4c3)o2)cc1. RXN SMILES: [CH2:31]1[O:32][CH2:33][CH2:34][CH2:35]1.[CH3:1][O:2][c:3]1[cH:4][cH:5][c:6](-[c:9]2[n:10][n:11][c:12]([CH2:14][c:15]3[cH:16][c:17]4[c:18]([cH:19][c:20]([C:22](=[O:23])[O:24][CH2:25][CH3:26])[s:21]4)[cH:27][cH:28]3)[o:13]2)[cH:7][cH:8]1.[K+:30].[OH-:29]>>[CH3:1][O:2][c:3]1[cH:4][cH:5][c:6](-[c:9]2[n:10][n:11][c:12]([CH2:14][c:15]3[cH:16][c:17]4[c:18]([cH:19][c:20]([C:22](=[O:23])[OH:24])[s:21]4)[cH:27][cH:28]3)[o:13]2)[cH:7][cH:8]1.